Dataset: the Open Reaction Database (ORD), a public repository of structured organic reaction records. Task: describe an organic reaction: reactants, conditions, products, and yield The reactants are C(Cl)Cl (CH2Cl2), CC1=NOC(=C1C=1C=C(C2=C(NC(N2)=O)C1)B1OC(C(O1)(C)C)(C)C)C (6-(3,5-dimethylisoxazol-4-yl)-4-(4,4,5,5-tetramethyl-1,3,2-dioxaborolan-2-yl)-1H-benzo[d]imidazol-2(3H)-one), BrC1=C2C=CC=NC2=C(C=C1C)Cl (5-bromo-8-chloro-6-methylquinoline), N1(CCCCCC=NCCC1)C1CCCCCCCCCC1 (1,8-Diazabicycloundec-7-ene), PdCl2dppf. The solvent is O (water), C1CCOC1 (THF), CS(=O)C (DMSO). Reaction conditions: temperature 120 celsius. Yields the product ClC=1C=C(C(=C2C=CC=NC12)C1=CC(=CC=2NC(NC21)=O)C=2C(=NOC2C)C)C (4-(8-chloro-6-methylquinolin-5-yl)-6-(3,5-dimethylisoxazol-4-yl)-1H-benzo[d]imidazol-2(3H)-one). RXN SMILES: [CH3:1][C:2]1[C:6]([C:7]2[CH:8]=[C:9](B3OC(C)(C)C(C)(C)O3)[C:10]3[NH:14][C:13](=[O:15])[NH:12][C:11]=3[CH:16]=2)=[C:5]([CH3:26])[O:4][N:3]=1.Br[C:28]1[C:37]([CH3:38])=[CH:36][C:35]([Cl:39])=[C:34]2[C:29]=1[CH:30]=[CH:31][CH:32]=[N:33]2.C(Cl)Cl.N1(C2CCCCCCCCCC2)CCCN=CCCCCC1>CS(C)=O.O.C1COCC1>[Cl:39][C:35]1[CH:36]=[C:37]([CH3:38])[C:28]([C:9]2[C:10]3[NH:14][C:13](=[O:15])[NH:12][C:11]=3[CH:16]=[C:7]([C:6]3[C:2]([CH3:1])=[N:3][O:4][C:5]=3[CH3:26])[CH:8]=2)=[C:29]2[C:34]=1[N:33]=[CH:32][CH:31]=[CH:30]2. Reported procedure: A mixture of 6-(3,5-Dimethylisoxazol-4-yl)-4-(4,4,5,5-tetramethyl-1,3,2-dioxaborolan-2-yl)-1H-benzo[d]imidazol-2(3H)-one (100.0, 0.282 mmol) and 5-bromo-8-chloro-6-methylquinoline (72.2 mg, 0.282 mmol) was treated with PdCl2dppf.CH2Cl2 (20.9 mg, 0.028 mmol) in the presence of 1,8-Diazabicycloundec-7-ene (DBU, 204.0 mg, 1.34 mmol, 4.76 equiv) in DMSO (0.2 mL) and water (0.2 mL). The reaction mixture was heated at 120° C. in oil bath. The reaction mixture was diluted with THF (3 mL) and purified b... Starting materials: C(C)(C)(C)OC(=O)NC(NC1=CC=C(C(=O)OC2=CC=C(C=C2)CCCC(=O)OCC2=CC=CC=C2)C=C1)=NC(=O)OC(C)(C)C (4-[4-(benzyloxy)-4-oxobutyl]phenyl 4-[N′,N″-bis(tert-butoxycarbonyl)carbamimidamido]benzoate). Reagents/catalysts: [C].[Pd] (palladium-carbon). Run in O1CCCC1 (tetrahydrofuran). Reaction conditions: time 3 hour. Product: C(C)(C)(C)OC(=O)NC(NC1=CC=C(C(=O)OC2=CC=C(C=C2)CCCC(=O)O)C=C1)=NC(=O)OC(C)(C)C (4-[4-({4-[N′,N″-bis(tert-butoxycarbonyl)carbamimidamido]benzoyl}oxy)phenyl]butanoic acid). Isolated yield 96.7%. As a reaction SMILES: [C:1]([O:5][C:6]([NH:8][C:9](=[N:39][C:40]([O:42][C:43]([CH3:46])([CH3:45])[CH3:44])=[O:41])[NH:10][C:11]1[CH:38]=[CH:37][C:14]([C:15]([O:17][C:18]2[CH:23]=[CH:22][C:21]([CH2:24][CH2:25][CH2:26][C:27]([O:29]CC3C=CC=CC=3)=[O:28])=[CH:20][CH:19]=2)=[O:16])=[CH:13][CH:12]=1)=[O:7])([CH3:4])([CH3:3])[CH3:2]>O1CCCC1.[C].[Pd]>[C:43]([O:42][C:40]([NH:39][C:9](=[N:8][C:6]([O:5][C:1]([CH3:4])([CH3:3])[CH3:2])=[O:7])[NH:10][C:11]1[CH:12]=[CH:13][C:14]([C:15]([O:17][C:18]2[CH:23]=[CH:22][C:21]([CH2:24][CH2:25][CH2:26][C:27]([OH:29])=[O:28])=[CH:20][CH:19]=2)=[O:16])=[CH:37][CH:38]=1)=[O:41])([CH3:46])([CH3:45])[CH3:44] |f:2.3|. Procedure: To a solution of 4-[4-(benzyloxy)-4-oxobutyl]phenyl 4-[N′,N″-bis(tert-butoxycarbonyl)carbamimidamido]benzoate (3.98 g) in tetrahydrofuran (40.0 mL) was added 10% palladium-carbon (398 mg), followed by stirring at room temperature for 3 hours under a hydrogen pressure of 3 atm. The reaction suspension was filtered through Celite, and then the filtrate was concentrated under reduced pressure to obtain 4-[4-({4-[N′,N″-bis(tert-butoxycarbonyl)carbamimidamido]benzoyl}oxy)phenyl]butanoic acid (3.30 g)... The reactants are CN(C)C=O, Oc1ccc2c(c1)CCN(C1CCC1)CC2, O=C1CCCN1c1nccnc1Cl, [H-], [Na+]. Product: O=C1CCCN1c1nccnc1Oc1ccc2c(c1)CCN(C1CCC1)CC2. Reaction SMILES: [CH3:32][N:33]([CH3:34])[CH:35]=[O:36].[CH:1]1([N:5]2[CH2:6][CH2:7][c:8]3[c:9]([cH:12][c:13]([OH:16])[cH:14][cH:15]3)[CH2:10][CH2:11]2)[CH2:2][CH2:3][CH2:4]1.[Cl:19][c:20]1[c:21]([N:26]2[C:27](=[O:31])[CH2:28][CH2:29][CH2:30]2)[n:22][cH:23][cH:24][n:25]1.[H-:17].[Na+:18]>>[CH:1]1([N:5]2[CH2:6][CH2:7][c:8]3[c:9]([cH:12][c:13]([O:16][c:20]4[c:21]([N:26]5[C:27](=[O:31])[CH2:28][CH2:29][CH2:30]5)[n:22][cH:23][cH:24][n:25]4)[cH:14][cH:15]3)[CH2:10][CH2:11]2)[CH2:2][CH2:3][CH2:4]1.